From a dataset of the Open Reaction Database (ORD), a public repository of structured organic reaction records. describe an organic reaction: reactants, conditions, products, and yield Starting materials: C(=O)(OC(C)(C)C)N1CCNCC1 (1-Boc-piperazine), C(=O)(O)[O-].[Na+] (NaHCO3), N1=C(Cl)N=C(Cl)N=C1Cl (Cyanuric chloride), ice water. Run in CC(=O)C (acetone), O (water), CC(=O)C (acetone). Run at temperature 0 celsius, time 2.5 hour. Product: C(C)(C)(C)OC(=O)N1CCN(CC1)C1=NC(=NC(=N1)Cl)Cl (4-(4,6-Dichloro-[1,3,5]triazin-2-yl)-piperazine-1-carboxylic acid tert-butyl ester). RXN SMILES: [N:1]1[C:8]([Cl:9])=[N:7][C:5]([Cl:6])=[N:4][C:2]=1Cl.[C:10]([N:17]1[CH2:22][CH2:21][NH:20][CH2:19][CH2:18]1)([O:12][C:13]([CH3:16])([CH3:15])[CH3:14])=[O:11].C([O-])(O)=O.[Na+]>CC(C)=O.O>[C:13]([O:12][C:10]([N:17]1[CH2:22][CH2:21][N:20]([C:2]2[N:1]=[C:8]([Cl:9])[N:7]=[C:5]([Cl:6])[N:4]=2)[CH2:19][CH2:18]1)=[O:11])([CH3:16])([CH3:14])[CH3:15] |f:2.3|. Procedure details: Cyanuric chloride (2.22 g, 12.0 mmol) in acetone (50 mL) was added to well-stirred ice water (72 mL). To the resulting fine slurry at 0° C. was slowly added a solution of 1-Boc-piperazine (2.24 g, 12.0 mmol) in acetone (20 mL). A solution of NaHCO3 (1.0 g) in water (20 mL) was slowly added to the mixture, which was subsequently stirred at 0° C. for an additional 2.5 h. The resulting precipitate was collected by filtration, washed with water, and dried to yield a white solid, which was used witho...